Dataset: the Open Reaction Database (ORD), a public repository of structured organic reaction records. Task: describe an organic reaction: reactants, conditions, products, and yield Reactants: FC1=C(C=CC(=C1)F)C1=C(C=C(C=C1)C(C(=O)O)C)O (2-(2',4'-difluoro-2 -hydroxy-4-biphenylyl) propionic acid), S(=O)(Cl)Cl (thionyl chloride), N (ammonia). Solvent: C1=CC=CC=C1 (benzene). The product is FC1=C(C=CC(=C1)F)C1=C(C=C(C=C1)C(C(=O)N)C)O (2-(2',4'difluoro-2-hydroxy-4-biphenylyl)propionamide). Reaction SMILES: [F:1][C:2]1[CH:7]=[C:6]([F:8])[CH:5]=[CH:4][C:3]=1[C:9]1[CH:14]=[CH:13][C:12]([CH:15]([CH3:19])[C:16](O)=[O:17])=[CH:11][C:10]=1[OH:20].S(Cl)(Cl)=O.[NH3:25]>C1C=CC=CC=1>[F:1][C:2]1[CH:7]=[C:6]([F:8])[CH:5]=[CH:4][C:3]=1[C:9]1[CH:14]=[CH:13][C:12]([CH:15]([CH3:19])[C:16]([NH2:25])=[O:17])=[CH:11][C:10]=1[OH:20]. Procedure details: A solution of 2-(2',4'-difluoro-2 -hydroxy-4-biphenylyl) propionic acid (1.75 g.) and thionyl chloride (1 ml.) in dry benzene (10 ml.) was refluxed for 1 hour and then cooled and added dropwise to stirred cold ammonia (d=0.880 g./ml; 20 ml.). The product was filtered and recrystallised first from aqueous industrial methylated spirits and then light petroleum (b.p. 62° - 68°C.) to give 2-(2',4'difluoro-2-hydroxy-4-biphenylyl)propionamide, m.p. 222° - 224°C. Starting materials: Cc1ccc(Br)c(C)c1N, O=C([O-])O, C1CCNC1, CC(C)(C)[O-], Cc1ccccc1, CCOC(C)=O, [Na+], [Na+]. Yields the product Cc1ccc(N2CCCC2)c(C)c1N. As a reaction SMILES: [Br:1][c:2]1[c:3]([CH3:10])[c:4]([NH2:9])[c:5]([CH3:8])[cH:6][cH:7]1.[C:22](=[O:23])([OH:24])[O-:25].[CH2:11]1[CH2:12][CH2:13][NH:14][CH2:15]1.[CH3:16][C:17]([CH3:18])([O-:19])[CH3:20].[CH3:27][c:28]1[cH:29][cH:30][cH:31][cH:32][cH:33]1.[CH3:34][CH2:35][O:36][C:37](=[O:38])[CH3:39].[Na+:21].[Na+:26]>>[c:2]1([N:14]2[CH2:13][CH2:12][CH2:11][CH2:15]2)[c:3]([CH3:10])[c:4]([NH2:9])[c:5]([CH3:8])[cH:6][cH:7]1. Starting materials: CCN=C=NCCCN(C)C, CN(C)C=O, Cl, CCOC(=O)CCCCc1c(CN)nn2c(CC)ccc2c1-c1cncc(C)c1, O=C(O)c1ccccc1. Yields the product CCOC(=O)CCCCc1c(CNC(=O)c2ccccc2)nn2c(CC)ccc2c1-c1cncc(C)c1. RXN SMILES: [CH2:40]([N:41]=[C:42]=[N:43][CH2:44][CH2:45][CH2:46][N:47]([CH3:48])[CH3:49])[CH3:50].[CH3:51][N:52]([CH3:53])[CH:54]=[O:55].[ClH:39].[NH2:1][CH2:2][c:3]1[c:4]([CH2:21][CH2:22][CH2:23][CH2:24][C:25](=[O:26])[O:27][CH2:28][CH3:29])[c:5](-[c:14]2[cH:15][n:16][cH:17][c:18]([CH3:20])[cH:19]2)[c:6]2[n:7]([n:8]1)[c:9]([CH2:12][CH3:13])[cH:10][cH:11]2.[OH:30][C:31](=[O:32])[c:33]1[cH:34][cH:35][cH:36][cH:37][cH:38]1>>[NH:1]([CH2:2][c:3]1[c:4]([CH2:21][CH2:22][CH2:23][CH2:24][C:25](=[O:26])[O:27][CH2:28][CH3:29])[c:5](-[c:14]2[cH:15][n:16][cH:17][c:18]([CH3:20])[cH:19]2)[c:6]2[n:7]([n:8]1)[c:9]([CH2:12][CH3:13])[cH:10][cH:11]2)[C:31](=[O:30])[c:33]1[cH:34][cH:35][cH:36][cH:37][cH:38]1. Reactants: BrCC(=O)C1=C(C=CC=C1)OCC1=CC=CC=C1 (2-bromo-1-(2-benzyloxy-phenyl)-ethanone), NC(=S)N (thiourea). Solvent: CO (methanol). Run at temperature 0 celsius, time 1 hour. Yields the product Br.C(C1=CC=CC=C1)OC1=C(C=CC=C1)C=1N=C(SC1)N (4-(2-Benzyloxy-phenyl)-thiazol-2-ylamine hydrobromide). As a reaction SMILES: [Br:1][CH2:2][C:3]([C:5]1[CH:10]=[CH:9][CH:8]=[CH:7][C:6]=1[O:11][CH2:12][C:13]1[CH:18]=[CH:17][CH:16]=[CH:15][CH:14]=1)=O.[NH2:19][C:20]([NH2:22])=[S:21]>CO>[BrH:1].[CH2:12]([O:11][C:6]1[CH:7]=[CH:8][CH:9]=[CH:10][C:5]=1[C:3]1[N:19]=[C:20]([NH2:22])[S:21][CH:2]=1)[C:13]1[CH:18]=[CH:17][CH:16]=[CH:15][CH:14]=1 |f:3.4|. Reported procedure: A solution of 21.7 g of 2-bromo-1-(2-benzyloxy-phenyl)-ethanone in 150 ml of methanol was treated at room temperature with 7.6 g of thiourea and boiled for 1 hour. The reaction mixture was concentrated to a volume of 60 ml. 20.7 g of 4-(2-benzyloxy-phenyl)-thiazol-2-ylamine hydrobromide separated as colorless crystals upon cooling to 0° C. and after the addition of 250 ml of diethyl ether. Starting materials: C=CCOc1ccc(CCl)cc1, CN(C)C=O, [H-], [Na+], O, OCCn1ccnn1. Product: C=CCOc1ccc(COCCn2ccnn2)cc1. Reaction SMILES: [CH2:3]([CH:4]=[CH2:5])[O:6][c:7]1[cH:8][cH:9][c:10]([CH2:13][Cl:14])[cH:11][cH:12]1.[CH3:24][N:25]([CH3:26])[CH:27]=[O:28].[H-:1].[Na+:2].[OH2:23].[n:15]1([CH2:20][CH2:21][OH:22])[n:16][n:17][cH:18][cH:19]1>>[CH2:3]([CH:4]=[CH2:5])[O:6][c:7]1[cH:8][cH:9][c:10]([CH2:13][O:22][CH2:21][CH2:20][n:15]2[n:16][n:17][cH:18][cH:19]2)[cH:11][cH:12]1.